From a dataset of the Open Reaction Database (ORD), a public repository of structured organic reaction records. describe an organic reaction: reactants, conditions, products, and yield RXN SMILES: [CH:1]1([C:4]([N:6]([CH2:9][C:10]2[CH:15]=[C:14]([C:16]([F:19])([F:18])[F:17])[CH:13]=[CH:12][C:11]=2[C:20]2[CH:25]=[C:24]([C:26]([F:29])([F:28])[F:27])[CH:23]=[C:22]([CH:30]([CH3:34])[C:31](O)=[O:32])[CH:21]=2)[CH2:7][CH3:8])=[O:5])[CH2:3][CH2:2]1.C(Cl)(=O)C([Cl:38])=O>>[CH:1]1([C:4]([N:6]([CH2:9][C:10]2[CH:15]=[C:14]([C:16]([F:19])([F:18])[F:17])[CH:13]=[CH:12][C:11]=2[C:20]2[CH:25]=[C:24]([C:26]([F:29])([F:28])[F:27])[CH:23]=[C:22]([CH:30]([CH3:34])[C:31]([Cl:38])=[O:32])[CH:21]=2)[CH2:7][CH3:8])=[O:5])[CH2:3][CH2:2]1. The product is C1(CC1)C(=O)N(CC)CC1=C(C=CC(=C1)C(F)(F)F)C1=CC(=CC(=C1)C(F)(F)F)C(C(=O)Cl)C (2-{2′-[(Cyclopropanecarbonyl-ethyl-amino)-methyl]-5,4′-bis-trifluoromethyl-biphenyl-3-yl}-propionyl chloride). Reported procedure: Prepared according to the procedure described in Example 218, Step 3, using the following starting materials: 2-{2′-[(cyclopropanecarbonyl-ethyl-amino)-methyl]-5,4′-bis-trifluoromethyl-biphenyl-3-yl}-propionic acid and oxalyl chloride. Starting materials: C1(CC1)C(=O)N(CC)CC1=C(C=CC(=C1)C(F)(F)F)C1=CC(=CC(=C1)C(F)(F)F)C(C(=O)O)C (2-{2′-[(cyclopropanecarbonyl-ethyl-amino)-methyl]-5,4′-bis-trifluoromethyl-biphenyl-3-yl}-propionic acid), C(C(=O)Cl)(=O)Cl (oxalyl chloride). The reactants are CCOC(=O)C(C(=O)NC1C(=O)N2C(C(=O)O)=C(COC(C)=O)CSC12)c1ccc2c(c1)CCO2, CC(=O)Oc1ccc(CO)cc1, CN(C)C=O, C(=NC1CCCCC1)=NC1CCCCC1, [Na]. Product: CCOC(=O)C(C(=O)NC1C(=O)N2C(C(=O)OCc3ccc(OC(C)=O)cc3)=C(COC(C)=O)CSC12)c1ccc2c(c1)CCO2. RXN SMILES: [C:1]([CH3:2])(=[O:3])[O:4][CH2:5][C:6]1=[C:7]([C:33](=[O:34])[OH:35])[N:8]2[C:9](=[O:32])[CH:10]([NH:14][C:15]([CH:16]([C:17](=[O:18])[O:19][CH2:20][CH3:21])[c:22]3[cH:23][cH:24][c:25]4[c:26]([cH:30]3)[CH2:27][CH2:28][O:29]4)=[O:31])[CH:11]2[S:12][CH2:13]1.[C:37]([CH3:38])(=[O:39])[O:40][c:41]1[cH:42][cH:43][c:44]([CH2:45][OH:46])[cH:47][cH:48]1.[CH3:64][N:65]([CH3:66])[CH:67]=[O:68].[CH:49]1([N:50]=[C:51]=[N:52][CH:53]2[CH2:54][CH2:55][CH2:56][CH2:57][CH2:58]2)[CH2:59][CH2:60][CH2:61][CH2:62][CH2:63]1.[Na:36]>>[C:1]([CH3:2])(=[O:3])[O:4][CH2:5][C:6]1=[C:7]([C:33]([O:34][CH2:45][c:44]2[cH:43][cH:42][c:41]([O:40][C:37]([CH3:38])=[O:39])[cH:48][cH:47]2)=[O:35])[N:8]2[C:9](=[O:32])[CH:10]([NH:14][C:15]([CH:16]([C:17](=[O:18])[O:19][CH2:20][CH3:21])[c:22]3[cH:23][cH:24][c:25]4[c:26]([cH:30]3)[CH2:27][CH2:28][O:29]4)=[O:31])[CH:11]2[S:12][CH2:13]1. The reactants are COC(C1=C(C=CC(=C1)O)O)=O (2,5-dihydroxybenzoic acid methyl ester), BrCCCCCCCCCCCCCC (1-bromotetradecane). The product is COC(C1=C(C=CC(=C1)OCCCCCCCCCCCCCC)O)=O (hydroxy-5-(tetradecyloxy)benzoic acid methyl ester). The yield is 43.0%. As a reaction SMILES: [CH3:1][O:2][C:3](=[O:12])[C:4]1[CH:9]=[C:8]([OH:10])[CH:7]=[CH:6][C:5]=1[OH:11].Br[CH2:14][CH2:15][CH2:16][CH2:17][CH2:18][CH2:19][CH2:20][CH2:21][CH2:22][CH2:23][CH2:24][CH2:25][CH2:26][CH3:27]>>[CH3:1][O:2][C:3](=[O:12])[C:4]1[CH:9]=[C:8]([O:10][CH2:27][CH2:26][CH2:25][CH2:24][CH2:23][CH2:22][CH2:21][CH2:20][CH2:19][CH2:18][CH2:17][CH2:16][CH2:15][CH3:14])[CH:7]=[CH:6][C:5]=1[OH:11]. Procedure details: The reaction of 2,5-dihydroxybenzoic acid methyl ester with 1-bromotetradecane under conditions described in Example 58 gave 2-(hydroxy-5-(tetradecyloxy)benzoic acid methyl ester (43% yield, mp 49°-53°). The nmr and mass spectra were compatible with the structure. Reaction SMILES: [CH3:25][O:26][c:27]1[cH:28][c:29]([CH:42]=[CH:43][CH:44]=[CH:45][C:46](=[O:47])[N:48]2[CH2:49][CH2:50][S:51][CH2:52]2)[cH:30][c:31]([O:40][CH3:41])[c:32]1[O:33][CH2:34][O:35][CH2:36][CH2:37][O:38][CH3:39].[CH3:53][N:54]([CH3:55])[CH:56]=[O:57].[c:1]1([C:7]([CH3:8])([O:9][CH2:10][CH2:11][N:12]2[CH2:13][CH2:14][NH:15][CH2:16][CH2:17]2)[c:18]2[cH:19][cH:20][c:21]([Cl:24])[cH:22][cH:23]2)[cH:2][cH:3][cH:4][cH:5][cH:6]1>>[c:1]1([C:7]([CH3:8])([O:9][CH2:10][CH2:11][N:12]2[CH2:13][CH2:14][N:15]([C:46]([CH:45]=[CH:44][CH:43]=[CH:42][c:29]3[cH:28][c:27]([O:26][CH3:25])[c:32]([O:33][CH2:34][O:35][CH2:36][CH2:37][O:38][CH3:39])[c:31]([O:40][CH3:41])[cH:30]3)=[O:47])[CH2:16][CH2:17]2)[c:18]2[cH:19][cH:20][c:21]([Cl:24])[cH:22][cH:23]2)[cH:2][cH:3][cH:4][cH:5][cH:6]1. The product is COCCOCOc1c(OC)cc(C=CC=CC(=O)N2CCN(CCOC(C)(c3ccccc3)c3ccc(Cl)cc3)CC2)cc1OC. The reactants are COCCOCOc1c(OC)cc(C=CC=CC(=O)N2CCSC2)cc1OC, CN(C)C=O, CC(OCCN1CCNCC1)(c1ccccc1)c1ccc(Cl)cc1. Starting materials: O=C[C@H](O)[C@@H](O)[C@H](O)[C@H](O)CO (dextrose), starch, dextrin, starch, O (water), resultant solution, resultant mixture. Run at temperature 130 celsius. Yields the product C([C@@H]1[C@H]([C@@H]([C@H]([C@H](O1)O[C@@H]2[C@H](O[C@H]([C@@H]([C@H]2O)O)O)CO)O)O)O)O (maltose). As a reaction SMILES: [O:1]=[CH:2][C@@H:3]([C@H:5]([C@@H:7]([C@@H:9]([CH2:11][OH:12])[OH:10])[OH:8])[OH:6])[OH:4].[OH2:13]>>[CH2:11]([OH:12])[C@H:9]1[O:10][C@H:2]([O:1][C@H:7]2[C@H:5]([OH:6])[C@@H:3]([OH:4])[C@H:2]([OH:1])[O:13][C@@H:9]2[CH2:11][OH:12])[C@H:3]([OH:4])[C@@H:5]([OH:6])[C@@H:7]1[OH:8]. Procedure: A suspension containing 2 parts by weight of corn starch and 7 parts by weight of water was added with a commercially-available liquefying α-amylase derived from a microorganism, and heated to 90°-100° C. to effect gelatinization and liquefaction. Thereafter, the mixture was heated at 130° C. to cease the enzymatic reaction, followed by recoverying a liquefied solution with a dextrose equivalent (DE) of about 2. The resultant solution was first cooled to 55° C., then added with 150 units per g s... The reactants are Cl (hydrogen chloride), O[C@H](COC1=CC=C(OCCCCCCCCCCCN2CCN(CC2)C2=CC=CC=C2)C=C1)CNC(C)C ((S)-1-[11-(4-(2-Hydroxy-3-isopropylaminopropoxy)phenoxy)undecanyl]-4-phenylpiperazine), CO (CH3OH). The solvent is C(C)O (ethanol). Product: Cl.Cl.O[C@H](COC1=CC=C(OCCCCCCCCCCCN2CCN(CC2)C2=CC=CC=C2)C=C1)CNC(C)C ((S)-1-[11-[4-(2-Hydroxy-3-isopropylaminopropoxy)phenoxy]undecanyl]-4-phenylpiperazine dihydrochloride). As a reaction SMILES: [OH:1][C@@H:2]([CH2:35][NH:36][CH:37]([CH3:39])[CH3:38])[CH2:3][O:4][C:5]1[CH:34]=[CH:33][C:8]([O:9][CH2:10][CH2:11][CH2:12][CH2:13][CH2:14][CH2:15][CH2:16][CH2:17][CH2:18][CH2:19][CH2:20][N:21]2[CH2:26][CH2:25][N:24]([C:27]3[CH:32]=[CH:31][CH:30]=[CH:29][CH:28]=3)[CH2:23][CH2:22]2)=[CH:7][CH:6]=1.[ClH:40].CO>C(O)C>[ClH:40].[ClH:40].[OH:1][C@@H:2]([CH2:35][NH:36][CH:37]([CH3:39])[CH3:38])[CH2:3][O:4][C:5]1[CH:34]=[CH:33][C:8]([O:9][CH2:10][CH2:11][CH2:12][CH2:13][CH2:14][CH2:15][CH2:16][CH2:17][CH2:18][CH2:19][CH2:20][N:21]2[CH2:22][CH2:23][N:24]([C:27]3[CH:32]=[CH:31][CH:30]=[CH:29][CH:28]=3)[CH2:25][CH2:26]2)=[CH:7][CH:6]=1 |f:4.5.6|. Reported procedure: To a warm (40°) solution of 2.83 g (5.2 mmol) of the free base of Example 43 in 95 ml of absolute ethanol was added at a rapid dropwise rate with swirling 2.03 ml (10.4 mmol) of 5.13 N ethanolic hydrogen chloride solution. The mixture was then cooled to 0° and the resulting colorless crystals were collected by filtration to yield the end product, mp 193°-196°. Crystallization from ethanol gave the analytical sample, mp 193.5°-196°; [α]D25 -7.52° (c, 0.5, CH3OH). Starting materials: C(#C)C1=CC=C(C=C1)C(=O)N1CCOCC1 ((4-ethynyl-phenyl)-morpholin-4-yl-methanone), CN(C(C1=CC=C(C=C1)C#C[Si](C)(C)C)=O)C (N,N-Dimethyl-4-trimethylsilanylethynyl-benzamide). Yields the product C(#C)C1=CC=C(C(=O)N(C)C)C=C1 (4-Ethynyl-N,N-dimethyl-benzamide). Reaction SMILES: [C:1]([C:3]1[CH:8]=[CH:7][C:6]([C:9]([N:11]2[CH2:16]COC[CH2:12]2)=[O:10])=[CH:5][CH:4]=1)#[CH:2].CN(C)C(=O)C1C=CC(C#C[Si](C)(C)C)=CC=1>>[C:1]([C:3]1[CH:8]=[CH:7][C:6]([C:9]([N:11]([CH3:16])[CH3:12])=[O:10])=[CH:5][CH:4]=1)#[CH:2]. Procedure: The title compound is prepared in analogy to (4-ethynyl-phenyl)-morpholin-4-yl-methanone (Example 16c) from N,N-Dimethyl-4-trimethylsilanylethynyl-benzamide. 1H-NMR (300 MHz): 3.15 (s, 1H); 3.33-3.94 (br, 8H); 7.37 (d, J=6.6, 2H); 7.53 (d, J=6.6, 2H).